describe an organic reaction: reactants, conditions, products, and yield From a dataset of the Open Reaction Database (ORD), a public repository of structured organic reaction records. Starting materials: C[C@H]1[C@H]([C@H](C[C@@H](O1)O[C@H]2C[C@@](CC3=C(C4=C(C(=C23)O)C(=O)C5=C(C4=O)C=CC=C5OC)O)(C(=O)CO)O)N)OC6CCCCO6 (Therarubicin), C[C@H]1[C@H]([C@H](C[C@@H](O1)O[C@H]2C[C@@](CC=3C2=C(C4=C(C3O)C(=O)C5=CC=CC(=C5C4=O)OC)O)(C(=O)CO)O)N)O[C@H]6CCCCO6 (pirarubicin). Product: CC1C(C(CC(O1)O[C@H]2C[C@@](CC3=C(C4=C(C(=C23)O)C(=O)C5=C(C4=O)C=CC=C5OC)O)(C(=O)CO)O)N)OC6CCCCO6 (Pirarubicin hydrochloride). RXN SMILES: [CH3:1][C@@H:2]1[O:7][C@@H:6]([O:8][C@@H:9]2[C:18]3[C:13](=[C:14]([OH:32])[C:15]4[C:24](=[O:25])[C:23]5[CH:26]=[CH:27][CH:28]=[C:29]([O:30][CH3:31])[C:22]=5[C:20](=[O:21])[C:16]=4[C:17]=3[OH:19])[CH2:12][C@@:11]([OH:37])([C:33]([CH2:35][OH:36])=[O:34])[CH2:10]2)[CH2:5][C@H:4]([NH2:38])[C@@H:3]1[O:39][CH:40]1[O:45][CH2:44][CH2:43][CH2:42][CH2:41]1.C[C@@H]1O[C@@H](O[C@@H]2C3=C(O)C4C(=O)C5C(=CC=CC=5OC)C(=O)C=4C(O)=C3C[C@@](O)(C(CO)=O)C2)C[C@H](N)[C@@H]1O[C@@H]1OCCCC1>>[CH3:1][CH:2]1[O:7][CH:6]([O:8][C@@H:9]2[C:18]3[C:13](=[C:14]([OH:32])[C:15]4[C:24](=[O:25])[C:23]5[CH:26]=[CH:27][CH:28]=[C:29]([O:30][CH3:31])[C:22]=5[C:20](=[O:21])[C:16]=4[C:17]=3[OH:19])[CH2:12][C@@:11]([OH:37])([C:33]([CH2:35][OH:36])=[O:34])[CH2:10]2)[CH2:5][CH:4]([NH2:38])[CH:3]1[O:39][CH:40]1[O:45][CH2:44][CH2:43][CH2:42][CH2:41]1. Reported procedure: Therarubicin for injection: generic name “pirarubicin”, manufactured by Meiji Seika Kaisha, Ltd.